From a dataset of the Open Reaction Database (ORD), a public repository of structured organic reaction records. describe an organic reaction: reactants, conditions, products, and yield Reactants: C(C(=C)C)(=O)Cl (Methacryloyl chloride), C[Si](C)(C)[Si](CCO)([Si](C)(C)C)[Si](C)(C)C (2-tris(trimethylsilyl) silyl ethanol), N1=CC=CC=C1 (pyridine). Reagents/catalysts: C1=CC=CC=2SC3=CC=CC=C3NC12 (phenothiazine). The solvent is O1CCCC1 (tetrahydro-furan), O1CCCC1 (tetrahydrofuran). Yields the product C(C(=C)C)(=O)OCC[Si]([Si](C)(C)C)([Si](C)(C)C)[Si](C)(C)C (2-Methacryloxyethyltris(trimethylsilyl) silane). The yield is 63.0%. As a reaction SMILES: [C:1](Cl)(=[O:5])[C:2]([CH3:4])=[CH2:3].[CH3:7][Si:8]([Si:11]([Si:19]([CH3:22])([CH3:21])[CH3:20])([Si:15]([CH3:18])([CH3:17])[CH3:16])[CH2:12][CH2:13][OH:14])([CH3:10])[CH3:9].N1C=CC=CC=1>O1CCCC1.C1C2NC3C(=CC=CC=3)SC=2C=CC=1>[C:1]([O:14][CH2:13][CH2:12][Si:11]([Si:19]([CH3:22])([CH3:21])[CH3:20])([Si:15]([CH3:18])([CH3:17])[CH3:16])[Si:8]([CH3:7])([CH3:9])[CH3:10])(=[O:5])[C:2]([CH3:4])=[CH2:3]. Procedure details: Methacryloyl chloride (2.50 grams, 0.024 mole) in 25 ml tetrahydro-furan was added dropwise into a solution of 2-tris(trimethylsilyl) silyl ethanol (6.5 grams, 0.022 mole), pyridine (2.0 grams, 0.025 mole) and 25 mg of phenothiazine in 50 ml tetrahydrofuran at room temperature. Stirred at room temperature for two more hours. The solids were filtered off and the solution was washed with 100 ml brine. The solution was then diluted with 100 ml ether and washed with 5% hydrochloric acid, followed by... Starting materials: CC(=O)OC1CSC(Br)C(OC(C)=O)C1OC(C)=O, COc1c(C(C)=O)c(O)c(OC)c2occc12. The product is COc1c(C(C)=O)c(OC2SCC(OC(C)=O)C(OC(C)=O)C2OC(C)=O)c(OC)c2occc12. As a reaction SMILES: [C:1]([CH3:2])(=[O:3])[O:4][CH:5]1[CH:6]([Br:19])[S:7][CH2:8][CH:9]([O:15][C:16]([CH3:17])=[O:18])[CH:10]1[O:11][C:12]([CH3:13])=[O:14].[C:20]([CH3:21])(=[O:22])[c:23]1[c:24]([OH:36])[c:25]([O:34][CH3:35])[c:26]2[c:27]([cH:28][cH:29][o:30]2)[c:31]1[O:32][CH3:33]>>[C:1]([CH3:2])(=[O:3])[O:4][CH:5]1[CH:6]([O:36][c:24]2[c:23]([C:20]([CH3:21])=[O:22])[c:31]([O:32][CH3:33])[c:27]3[c:26]([c:25]2[O:34][CH3:35])[o:30][cH:29][cH:28]3)[S:7][CH2:8][CH:9]([O:15][C:16]([CH3:17])=[O:18])[CH:10]1[O:11][C:12]([CH3:13])=[O:14].